The task is: describe an organic reaction: reactants, conditions, products, and yield. This data is from the Open Reaction Database (ORD), a public repository of structured organic reaction records. Starting materials: BrC1=CC=C(C=C1)N1C(=CC=C1C)C1=CC(=C(C=C1)S(=O)(=O)C)F (1-(4-Bromophenyl)-2-[3-fluoro-4-(methylsulfonyl)phenyl]-5-methyl-1H-pyrrole), C(CCC)[Sn](C=1N=CSC1)(CCCC)CCCC (4-(tributylstannyl)thiazole), [Cl-] (chloride). Reagents/catalysts: C=1C=CC(=CC1)[P](C=2C=CC=CC2)(C=3C=CC=CC3)[Pd]([P](C=4C=CC=CC4)(C=5C=CC=CC5)C=6C=CC=CC6)([P](C=7C=CC=CC7)(C=8C=CC=CC8)C=9C=CC=CC9)[P](C=1C=CC=CC1)(C=1C=CC=CC1)C=1C=CC=CC1 (tetrakis(triphenylphosphine)palladium(0)). Solvent: O1CCOCC1 (1,4-dioxane). The product is FC=1C=C(C=CC1S(=O)(=O)C)C1=CC=C(N1C1=CC=C(C=C1)C=1N=CSC1)C (5-[3-Fluoro-4-(methylsulfonyl)phenyl]-2-methyl-1-[4-(4-thiazolyl)phenyl]-1H-pyrrole). Isolated yield 68.7%. RXN SMILES: Br[C:2]1[CH:7]=[CH:6][C:5]([N:8]2[C:12]([CH3:13])=[CH:11][CH:10]=[C:9]2[C:14]2[CH:19]=[CH:18][C:17]([S:20]([CH3:23])(=[O:22])=[O:21])=[C:16]([F:24])[CH:15]=2)=[CH:4][CH:3]=1.C([Sn](CCCC)(CCCC)[C:30]1[N:31]=[CH:32][S:33][CH:34]=1)CCC.[Cl-]>O1CCOCC1.C1C=CC([P]([Pd]([P](C2C=CC=CC=2)(C2C=CC=CC=2)C2C=CC=CC=2)([P](C2C=CC=CC=2)(C2C=CC=CC=2)C2C=CC=CC=2)[P](C2C=CC=CC=2)(C2C=CC=CC=2)C2C=CC=CC=2)(C2C=CC=CC=2)C2C=CC=CC=2)=CC=1>[F:24][C:16]1[CH:15]=[C:14]([C:9]2[N:8]([C:5]3[CH:6]=[CH:7][C:2]([C:30]4[N:31]=[CH:32][S:33][CH:34]=4)=[CH:3][CH:4]=3)[C:12]([CH3:13])=[CH:11][CH:10]=2)[CH:19]=[CH:18][C:17]=1[S:20]([CH3:23])(=[O:22])=[O:21] |^1:53,55,74,93|. Reported procedure: To a stirred solution of 1-(4-bromophenyl)-2-[3-fluoro-4-(methylsulfonyl)phenyl]-5-methyl-1H-pyrrole (0.318 g, 0.78 mmol, Example 35, step 3) in 1,4-dioxane (12 mL) was added 4-(tributylstannyl)thiazole (0.35 g, 0.94 mmol), lithiun chloride (0.083 g, 1.95 mmol), and tetrakis(triphenylphosphine)palladium(0) (0.090 g, 0.078 mmol) at room temperature under nitrogen. The mixture was heated at reflux temperature for 3.5 hours. After cooling, volatiles were removed by evaporation. The residue was redi... Starting materials: CC(C)(C)C(=O)OCc1cc2c(cc1C#Cc1ccccc1)NC(=O)CC(c1cccc(C#N)c1)=N2, C1CCOC1, CO, [Li+], [OH-], O, O. Yields the product N#Cc1cccc(C2=Nc3cc(CO)c(C#Cc4ccccc4)cc3NC(=O)C2)c1. RXN SMILES: [C:1](#[N:2])[c:3]1[cH:4][c:5]([C:9]2=[N:10][c:11]3[c:12]([cH:17][c:18]([C:29]#[C:30][c:31]4[cH:32][cH:33][cH:34][cH:35][cH:36]4)[c:19]([CH2:21][O:22][C:23](=[O:24])[C:25]([CH3:26])([CH3:27])[CH3:28])[cH:20]3)[NH:13][C:14](=[O:16])[CH2:15]2)[cH:6][cH:7][cH:8]1.[CH2:40]1[O:41][CH2:42][CH2:43][CH2:44]1.[CH3:45][OH:46].[Li+:38].[OH-:37].[OH2:39].[OH2:47]>>[C:1](#[N:2])[c:3]1[cH:4][c:5]([C:9]2=[N:10][c:11]3[c:12]([cH:17][c:18]([C:29]#[C:30][c:31]4[cH:32][cH:33][cH:34][cH:35][cH:36]4)[c:19]([CH2:21][OH:22])[cH:20]3)[NH:13][C:14](=[O:16])[CH2:15]2)[cH:6][cH:7][cH:8]1.